Dataset: the Open Reaction Database (ORD), a public repository of structured organic reaction records. Task: describe an organic reaction: reactants, conditions, products, and yield Starting materials: C(#N)C=1C=CC(=NC1)SCCNC(OC(C)(C)C)=O (tert-Butyl {2-[(5-cyanopyridin-2-yl)thio]ethyl}carbamate), FC(C(=O)O)(F)F (trifluoroacetic acid). The solvent is ClCCl (dichloromethane). Yields the product FC(C(=O)O)(F)F.NCCSC1=NC=C(C#N)C=C1 (6-[(2-Aminoethyl)thio]nicotinonitrile trifluoroacetate), product. As a reaction SMILES: [C:1]([C:3]1[CH:4]=[CH:5][C:6]([S:9][CH2:10][CH2:11][NH:12]C(=O)OC(C)(C)C)=[N:7][CH:8]=1)#[N:2].[F:20][C:21]([F:26])([F:25])[C:22]([OH:24])=[O:23]>ClCCl>[F:20][C:21]([F:26])([F:25])[C:22]([OH:24])=[O:23].[NH2:12][CH2:11][CH2:10][S:9][C:6]1[CH:5]=[CH:4][C:3]([C:1]#[N:2])=[CH:8][N:7]=1 |f:3.4|. Reported procedure: 6-[(2-Aminoethyl)thio]nicotinonitrile trifluoroacetate (Example 45A) is prepared in analogy to Example 40A from tert-butyl {2-[(5-cyanopyridin-2-yl)thio]ethyl}carbamate (Example 42A) (580 mg, 2.1 mmol) and trifluoroacetic acid (3.2 ml, 42 mmol) in dichloromethane (20 ml). 500 mg of the product are obtained. Starting materials: CS(C)=O, OCC1CO1, Cl, [K+], N#N, [OH-], O=C(O)C=Cc1ccc(O)cc1, OCC(O)CO. Yields the product O=C(O)C=Cc1ccccc1. RXN SMILES: [CH3:23][S:24]([CH3:25])=[O:26].[CH:17]1([CH2:20][OH:21])[O:18][CH2:19]1.[ClH:22].[K+:14].[N:15]#[N:16].[OH-:13].[OH:1][c:2]1[cH:3][cH:4][c:5]([CH:6]=[CH:7][C:8](=[O:9])[OH:10])[cH:11][cH:12]1.[OH:27][CH2:28][CH:29]([CH2:30][OH:31])[OH:32]>>[cH:2]1[cH:3][cH:4][c:5]([CH:6]=[CH:7][C:8](=[O:9])[OH:10])[cH:11][cH:12]1. The reactants are resultant mixture, BrBr (bromine), O (water), NC=1C=CC(=C(C1)N1C(OC(=N1)C(C)(C)C)=O)Cl (3-(5-Amino-2-chlorophenyl)-5-(1,1-dimethylethyl)-1,3,4-oxadiazol-2(3H)-one), [S-]C#N.[NH4+] (ammonium thiocyanate). Solvent: C(C)(=O)O (acetic acid), C(C)(=O)O (acetic acid). Conditions: time 3 hour. Yields the product NC=1SC2=C(N1)C=C(C(=C2)Cl)N2C(OC(=N2)C(C)(C)C)=O (3-(2-amino-6-chlorobenzothiazol-5-yl)-5-(1,1-dimethylethyl)-1,3,4-oxadiazol-2(3H)-one). The yield is 84.1%. RXN SMILES: [NH2:1][C:2]1[CH:3]=[CH:4][C:5]([Cl:18])=[C:6]([N:8]2[N:12]=[C:11]([C:13]([CH3:16])([CH3:15])[CH3:14])[O:10][C:9]2=[O:17])[CH:7]=1.[S-:19][C:20]#[N:21].[NH4+].BrBr.O>C(O)(=O)C>[NH2:21][C:20]1[S:19][C:3]2[CH:4]=[C:5]([Cl:18])[C:6]([N:8]3[N:12]=[C:11]([C:13]([CH3:15])([CH3:14])[CH3:16])[O:10][C:9]3=[O:17])=[CH:7][C:2]=2[N:1]=1 |f:1.2|. Procedure details: 3-(5-Amino-2-chlorophenyl)-5-(1,1-dimethylethyl)-1,3,4-oxadiazol-2(3H)-one (38.28 g) was dissolved in 95% acetic acid (138.20 g), and ammonium thiocyanate (27.64 g) was added thereto, followed by stirring at room temperature for 3 hours. To the resultant mixture, a solution of bromine (27.64 g) in acetic acid (41.46 g) was added, followed by stirring at room temperature for 12 hours. The reaction mixture was combined with hot water (274.7 ml), heated to 100° C. and filtered while hot. The filtra... Starting materials: C(C)#N.O (acetonitrile water), NC1=C2N(C(NC2=NC(=N1)C1=NN(C2=NC=C(C=C21)F)CC2=C(C=CC=C2)F)=O)CC(F)(F)F (6-Amino-2-[5-fluoro-1-(2-fluorobenzyl)-1H-pyrazolo[3,4-b]pyridin-3-yl]-7-(2,2,2-trifluoroethyl)-7,9-dihydro-8H-purin-8-one), ICI (diiodomethane), N(=O)OCCC(C)C (isopentyl nitrite), residue, C(=O)O (formic acid). Conditions: temperature 85 celsius. The product is FC=1C=C2C(=NC1)N(N=C2C2=NC(=C1N(C(NC1=N2)=O)CC(F)(F)F)I)CC2=C(C=CC=C2)F (2-[5-Fluoro-1-(2-fluorobenzyl)-1H-pyrazolo[3,4-b]pyridin-3-yl]-6-iodo-7-(2,2,2-trifluoro ethyl)-7,9-dihydro-8H-purin-8-one). RXN SMILES: N[C:2]1[N:10]=[C:9]([C:11]2[C:19]3[C:14](=[N:15][CH:16]=[C:17]([F:20])[CH:18]=3)[N:13]([CH2:21][C:22]3[CH:27]=[CH:26][CH:25]=[CH:24][C:23]=3[F:28])[N:12]=2)[N:8]=[C:7]2[C:3]=1[N:4]([CH2:30][C:31]([F:34])([F:33])[F:32])[C:5](=[O:29])[NH:6]2.N(OCCC(C)C)=O.C(#N)C.O.C(O)=O.[I:50]CI>>[F:20][C:17]1[CH:18]=[C:19]2[C:11]([C:9]3[N:8]=[C:7]4[C:3]([N:4]([CH2:30][C:31]([F:33])([F:34])[F:32])[C:5](=[O:29])[NH:6]4)=[C:2]([I:50])[N:10]=3)=[N:12][N:13]([CH2:21][C:22]3[CH:27]=[CH:26][CH:25]=[CH:24][C:23]=3[F:28])[C:14]2=[N:15][CH:16]=1 |f:2.3|. Procedure: 4.650 g (5.954 mmol) of the compound from example 62 were dissolved in 12 ml of diiodomethane and admixed with 12.76 ml (95.270 mmol) of isopentyl nitrite. The reaction mixture was heated to 85° C. for 16 h and, after cooling, concentrated on a rotary evaporator. 5 g of the crude product (purity 54%) were obtained. 1.2 g of the residue were by means of preparative HPLC (eluent: acetonitrile/water with 0.05% formic acid, gradient 40:60→95:5). 128 mg of the title compound were obtained (15% of the...